This data is from the Open Reaction Database (ORD), a public repository of structured organic reaction records. The task is: describe an organic reaction: reactants, conditions, products, and yield Starting materials: C(C)(=O)O[C@H](CC[C@H]1CCC([C@@H]1CCCCCCC(=O)OC)=O)CCCCC (methyl 1-15 (S)-acetoxy-9-oxo-prostanoate), alcohol, C([O-])([O-])=O.[K+].[K+] (potassium carbonate). Product: O[C@H](CC[C@H]1CCC([C@@H]1CCCCCCC(=O)OC)=O)CCCCC (methyl 1-15 (S)-hydroxy-9-oxo-prostanoate). Reaction SMILES: C([O:4][C@@H:5]([CH2:24][CH2:25][CH2:26][CH2:27][CH3:28])[CH2:6][CH2:7][C@@H:8]1[C@@H:12]([CH2:13][CH2:14][CH2:15][CH2:16][CH2:17][CH2:18][C:19]([O:21][CH3:22])=[O:20])[C:11](=[O:23])[CH2:10][CH2:9]1)(=O)C.C(=O)([O-])[O-].[K+].[K+]>>[OH:4][C@@H:5]([CH2:24][CH2:25][CH2:26][CH2:27][CH3:28])[CH2:6][CH2:7][C@@H:8]1[C@@H:12]([CH2:13][CH2:14][CH2:15][CH2:16][CH2:17][CH2:18][C:19]([O:21][CH3:22])=[O:20])[C:11](=[O:23])[CH2:10][CH2:9]1 |f:1.2.3|. Procedure details: A solution of 2.26 g. of methyl 15(S)-acetoxy-9-oxo-prostanoate (Example 52) in 300 ml. of absolute alcohol containing 790 mg. of potassium carbonate is stired at ambient temperature for 72 hours then concentrated to near dryness under reduced pressure. The resulting mixture is extracted with ether. The combined extracts are washed with saturated sodium chloride solution, dried with anhydrous magnesium sulfate and taken to dryness to give 1.83 g. of an oil. Purfication by silica gel chromatograp...